This data is from the Open Reaction Database (ORD), a public repository of structured organic reaction records. The task is: describe an organic reaction: reactants, conditions, products, and yield Reactants: BrC(Br)(Br)Br, ClCCl, OCCC1CCCOC1, c1ccc(P(c2ccccc2)c2ccccc2)cc1. Yields the product BrCCC1CCCOC1. Reaction SMILES: [C:29]([Br:30])([Br:31])([Br:32])[Br:33].[Cl:34][CH2:35][Cl:36].[O:20]1[CH2:21][CH:22]([CH2:26][CH2:27][OH:28])[CH2:23][CH2:24][CH2:25]1.[c:1]1([P:2]([c:3]2[cH:4][cH:5][cH:6][cH:7][cH:8]2)[c:9]2[cH:10][cH:11][cH:12][cH:13][cH:14]2)[cH:15][cH:16][cH:17][cH:18][cH:19]1>>[O:20]1[CH2:21][CH:22]([CH2:26][CH2:27][Br:30])[CH2:23][CH2:24][CH2:25]1. Reactants: ClC=1SC(=CN1)C#N (2-chlorothiazole-5-carbonitrile), FC1=C(C=CC(=C1)F)C(C(F)(F)C1=CC=C(C=N1)O)(CN1N=NN=C1)O (6-(2-(2,4-difluorophenyl)-1,1-difluoro-2-hydroxy-3-(1H-tetrazol-1-yl)propyl)pyridin-3-ol), C([O-])([O-])=O.[K+].[K+] (potassium carbonate). The solvent is C(Cl)Cl (DCM), CS(=O)C (DMSO). Conditions: time 4 hour. Product: FC1=C(C=CC(=C1)F)C(C(F)(F)C1=CC=C(C=N1)OC=1SC(=CN1)C#N)(CN1N=NN=C1)O (2-((6-(2(2,4-difluorophenyl)-1,1-difluoro-2-hydroxy-3-(1H-tetrazol-1-yl)propy)pyridin-3-yl)oxy)thiazole-5-carbonitrile). RXN SMILES: Cl[C:2]1[S:3][C:4]([C:7]#[N:8])=[CH:5][N:6]=1.[F:9][C:10]1[CH:15]=[C:14]([F:16])[CH:13]=[CH:12][C:11]=1[C:17]([OH:34])([CH2:28][N:29]1[CH:33]=[N:32][N:31]=[N:30]1)[C:18]([C:21]1[N:26]=[CH:25][C:24]([OH:27])=[CH:23][CH:22]=1)([F:20])[F:19].C(=O)([O-])[O-].[K+].[K+]>CS(C)=O.C(Cl)Cl>[F:9][C:10]1[CH:15]=[C:14]([F:16])[CH:13]=[CH:12][C:11]=1[C:17]([OH:34])([CH2:28][N:29]1[CH:33]=[N:32][N:31]=[N:30]1)[C:18]([C:21]1[N:26]=[CH:25][C:24]([O:27][C:2]2[S:3][C:4]([C:7]#[N:8])=[CH:5][N:6]=2)=[CH:23][CH:22]=1)([F:19])[F:20] |f:2.3.4|. Procedure details: To a magnetically stirred mixture of 2-chlorothiazole-5-carbonitrile (14.68 mg, 0.102 mmol) and 6-(2-(2,4-difluorophenyl)-1,1-difluoro-2-hydroxy-3-(1H-tetrazol-1-yl)propyl)pyridin-3-ol (V) (25 mg, 0.068 mmol) in dry DMSO (1 mL) was added potassium carbonate (18.71 mg, 0.135 mmol) in a dry 25 mL vial under N2 atmosphere. The reaction mixture was stirred at RT for 4 hours, then diluted with DCM and washed with 2N HCl/water. The organic extract was evaporated and purified on silica (ISCO, 12 gram c... Starting materials: BrC1=CC2=C(NC(O2)=O)C=C1 (6-bromo-3H-benzooxazol-2-one), [Cu](C#N)C#N (copper cyanide). Solvent: C(C)(=O)OCC (ethyl acetate), CN(C)C=O (DMF). The product is O=C1OC2=C(N1)C=CC(=C2)C#N (2-Oxo-2,3-dihydro-benzooxazole-6-carbonitrile). RXN SMILES: Br[C:2]1[CH:11]=[CH:10][C:5]2[NH:6][C:7](=[O:9])[O:8][C:4]=2[CH:3]=1.[Cu](C#N)[C:13]#[N:14]>CN(C=O)C.C(OCC)(=O)C>[O:9]=[C:7]1[NH:6][C:5]2[CH:10]=[CH:11][C:2]([C:13]#[N:14])=[CH:3][C:4]=2[O:8]1. Procedure: A mixture of 6-bromo-3H-benzooxazol-2-one (47) (400 mg, 1.87 mmol, 1 eq), copper cyanide (3.3 g, 37 mmol, 20 eq), in DMF (10 ml) was stirred at 175° C. for 3 hours. The reaction mixture was diluted with ethyl acetate, filtered to remove the precipitated solid material, and the organic phase was washed with water, purified by flash chromatography to give 2-oxo-2,3-dihydro-benzooxazole-6-carbonitrile (48).